From a dataset of the Open Reaction Database (ORD), a public repository of structured organic reaction records. describe an organic reaction: reactants, conditions, products, and yield Starting materials: ClC=1C=C(CN2C(=CC=3C(C(CCC23)C=O)=O)C(=O)OCC2=CC=CC=C2)C=CC1Cl (benzyl 1-(3,4-dichlorobenzyl)-5-formyl-4-oxo-4,5,6,7-tetrahydroindole-2-carboxylate), C(C)(=O)NC1=CC=C(C=C1)S(=O)(=O)N=[N+]=[N-] (p-acetamidobenzenesulphonyl azide). Solvent: C(C)N(CC)CC (Triethyl amine). Conditions: time 18 hour. Yields the product [N+](=[N-])=C1C(C=2C=C(N(C2CC1)CC1=CC(=C(C=C1)Cl)Cl)C(=O)OCC1=CC=CC=C1)=O (Benzyl 5-diazo-1-(3,4-dichlorobenzyl)-4-oxo-4,5,6,7-tetrahydroindole-2-carboxylate). Isolated yield 62.3%. Reaction SMILES: [Cl:1][C:2]1[CH:3]=[C:4]([CH:28]=[CH:29][C:30]=1[Cl:31])[CH2:5][N:6]1[C:14]2[CH2:13][CH2:12][CH:11](C=O)[C:10](=[O:17])[C:9]=2[CH:8]=[C:7]1[C:18]([O:20][CH2:21][C:22]1[CH:27]=[CH:26][CH:25]=[CH:24][CH:23]=1)=[O:19].C(NC1C=CC(S([N:45]=[N+:46]=[N-])(=O)=O)=CC=1)(=O)C>C(N(CC)CC)C>[N+:45](=[C:11]1[CH2:12][CH2:13][C:14]2[N:6]([CH2:5][C:4]3[CH:28]=[CH:29][C:30]([Cl:31])=[C:2]([Cl:1])[CH:3]=3)[C:7]([C:18]([O:20][CH2:21][C:22]3[CH:27]=[CH:26][CH:25]=[CH:24][CH:23]=3)=[O:19])=[CH:8][C:9]=2[C:10]1=[O:17])=[N-:46]. Procedure: Triethyl amine (0.36 mL) was added dropwise to a solution of benzyl 1-(3,4-dichlorobenzyl)-5-formyl-4-oxo-4,5,6,7-tetrahydroindole-2-carboxylate (0.5 g) and p-acetamidobenzenesulphonyl azide (305 mg) at room temperature, and stirred for 18 hours to give a brown solution. The solvent was removed in vacuo to afford a brown oil. Purification by column chromatography, using iso-hexane : 20% ethyl acetate as eluent afforded the title compound as a pale yellow solid (0.31 g, 62%), NMR d(CDCl3) 2.80 (2... As a reaction SMILES: [Cl:1][C:2]1[CH:7]=[C:6]([Cl:8])[CH:5]=[CH:4][C:3]=1[N:9]1[C:13]([C:14]2[CH:19]=[CH:18][C:17](I)=[CH:16][CH:15]=2)=[C:12]([CH3:21])[C:11]([C:22]([NH:24][N:25]2[CH2:30][CH2:29][S:28](=[O:32])(=[O:31])[CH2:27][CH2:26]2)=[O:23])=[N:10]1.[C:33]([CH2:35][CH2:36][C:37]#[CH:38])#[N:34].[Cl-].[NH4+]>N1CCCC1.C1C=CC([P]([Pd]([P](C2C=CC=CC=2)(C2C=CC=CC=2)C2C=CC=CC=2)([P](C2C=CC=CC=2)(C2C=CC=CC=2)C2C=CC=CC=2)[P](C2C=CC=CC=2)(C2C=CC=CC=2)C2C=CC=CC=2)(C2C=CC=CC=2)C2C=CC=CC=2)=CC=1>[C:33]([CH2:35][CH2:36][C:37]#[C:38][C:17]1[CH:18]=[CH:19][C:14]([C:13]2[N:9]([C:3]3[CH:4]=[CH:5][C:6]([Cl:8])=[CH:7][C:2]=3[Cl:1])[N:10]=[C:11]([C:22]([NH:24][N:25]3[CH2:30][CH2:29][S:28](=[O:32])(=[O:31])[CH2:27][CH2:26]3)=[O:23])[C:12]=2[CH3:21])=[CH:15][CH:16]=1)#[N:34] |f:2.3,^1:49,51,70,89|. The product is C(#N)CCC#CC1=CC=C(C=C1)C1=C(C(=NN1C1=C(C=C(C=C1)Cl)Cl)C(=O)NN1CCS(CC1)(=O)=O)C (5-(4-(4-cyanobut-1-ynyl)phenyl)-1-(2,4-dichlorophenyl)-4-methyl-N-(1,1-dioxothiomorpholino)-1H-pyrazole-3-carboxamide). Run in N1CCCC1 (pyrrolidine), N1CCCC1 (pyrrolidine). Procedure: To a stirred solution of amide obtained from step E (2 g, 3.3 mmol) in pyrrolidine (40 ml), under an argon atmosphere, tetrakis(triphenylphosphine)palladium(0) (0.4 g, 0.3 mmol) was added. The reaction mixture was stirred for 5 min at room temperature, and subsequently 4-cyano-1-butyne (0.78 g, 9.9 mmol) in pyrrolidine (1.5 ml) was added over 5 minutes. The resulting mixture was heated at 80-85° C. for 10 h. The reaction was hydrolyzed with a saturated aqueous solution of ammonium chloride and e... Starting materials: ClC1=C(C=CC(=C1)Cl)N1N=C(C(=C1C1=CC=C(C=C1)I)C)C(=O)NN1CCS(CC1)(=O)=O (1-(2,4-dichlorophenyl)-4-methyl-5-(4-iodophenyl)-N-(1,1-dioxothiomorpholino)-1H-pyrazole-3-carboxamide), C(#N)CCC#C (4-cyano-1-butyne), [Cl-].[NH4+] (ammonium chloride). The yield is 43.6%. Run at time 5 minute. Reagents/catalysts: C=1C=CC(=CC1)[P](C=2C=CC=CC2)(C=3C=CC=CC3)[Pd]([P](C=4C=CC=CC4)(C=5C=CC=CC5)C=6C=CC=CC6)([P](C=7C=CC=CC7)(C=8C=CC=CC8)C=9C=CC=CC9)[P](C=1C=CC=CC1)(C=1C=CC=CC1)C=1C=CC=CC1 (tetrakis(triphenylphosphine)palladium(0)). The reactants are CC(C(=O)O[C@@H](CC)[C@H]1O[C@H]([C@@H](C1)OC(C)=O)N1C(SC2=C1N=C(NC2=O)N)=O)C ([(1S)-1-[(2S,4R,5R)-4-acetoxy-5-(5-amino-2,7-dioxo-6H-thiazolo[4,5-d]pyrimidin-3-yl)tetrahydrofuran-2-yl]propyl] 2-methylpropanoate), CC(C(=O)O[C@@H](CC)[C@H]1O[C@H]([C@@H](C1)OC(C)=O)N1C(SC2=C1N=C(NC2=O)N)=O)C ([(1S)-1-[(2S,4R,5R)-4-acetoxy-5-(5-amino-2,7-dioxo-6H-thiazolo[4,5-d]pyrimidin-3-yl)tetrahydrofuran-2-yl]propyl] 2-methylpropanoate), C(=O)([O-])[O-].[K+].[K+] (K2CO3). Solvent: CO (methanol), O1CCCC1 (tetrahydrofuran). Conditions: time 8 hour. Product: CC(C(=O)O[C@@H](CC)[C@H]1O[C@H]([C@@H](C1)O)N1C(SC2=C1N=C(NC2=O)N)=O)C ([(1S)-1-[(2S,4R,5R)-5-(5-Amino-2,7-dioxo-6H-thiazolo[4,5-d]pyrimidin-3-yl)-4-hydroxy-tetrahydrofuran-2-yl]propyl] 2-methylpropanoate). The yield is 28.5%. RXN SMILES: [CH3:1][CH:2]([CH3:30])[C:3]([O:5][C@H:6]([C@@H:9]1[CH2:13][C@@H:12]([O:14]C(=O)C)[C@H:11]([N:18]2[C:22]3[N:23]=[C:24]([NH2:28])[NH:25][C:26](=[O:27])[C:21]=3[S:20][C:19]2=[O:29])[O:10]1)[CH2:7][CH3:8])=[O:4].C([O-])([O-])=O.[K+].[K+]>CO.O1CCCC1>[CH3:30][CH:2]([CH3:1])[C:3]([O:5][C@H:6]([C@@H:9]1[CH2:13][C@@H:12]([OH:14])[C@H:11]([N:18]2[C:22]3[N:23]=[C:24]([NH2:28])[NH:25][C:26](=[O:27])[C:21]=3[S:20][C:19]2=[O:29])[O:10]1)[CH2:7][CH3:8])=[O:4] |f:1.2.3|. Procedure details: A mixture of [(1S)-1-[(2S,4R,5R)-4-acetoxy-5-(5-amino-2,7-dioxo-6H-thiazolo[4,5-d]pyrimidin-3-yl)tetrahydrofuran-2-yl]propyl] 2-methylpropanoate (compound 42c, 70 mg, 0.16 mmol) and K2CO3 (13.2 mg, 0.096 mmol) in methanol (0.5 mL) and tetrahydrofuran (2 mL) was stirred at room temperature overnight. The reaction was quenched by addition of acetic acid (1 drop). The resulting mixture was concentrated in vacuo to remove the solvents and the residue was purified by preparative HPLC to afford 18.2 m... The reactants are O=C([O-])[O-], COC(=O)c1ccc(C=O)cc1, CO, N#CCc1ccc(OC(F)(F)F)cc1, [K+], [K+]. Product: COC(=O)c1ccc(C=C(C#N)c2ccc(OC(F)(F)F)cc2)cc1. RXN SMILES: [C:27](=[O:28])([O-:29])[O-:30].[CH3:1][O:2][C:3]([c:4]1[cH:5][cH:6][c:7]([CH:10]=[O:11])[cH:8][cH:9]1)=[O:12].[CH3:33][OH:34].[F:13][C:14]([O:15][c:16]1[cH:17][cH:18][c:19]([CH2:22][C:23]#[N:24])[cH:20][cH:21]1)([F:25])[F:26].[K+:31].[K+:32]>>[CH3:1][O:2][C:3]([c:4]1[cH:5][cH:6][c:7]([CH:10]=[C:22]([c:19]2[cH:18][cH:17][c:16]([O:15][C:14]([F:13])([F:25])[F:26])[cH:21][cH:20]2)[C:23]#[N:24])[cH:8][cH:9]1)=[O:12]. Reactants: CC1(C(C2C(CC1CC2)CCO)=O)C (3,3-dimethyl-6-(2-hydroxyethyl)-bicyclo(2.2.2)octanone), S(=O)(Cl)Cl (thionyl chloride), O (water). Solvent: N1=CC=CC=C1 (pyridine). Reaction conditions: temperature 50 celsius, time 2 hour. The product is CC1(C(C2C(CC1CC2)CCCl)=O)C (3,3-dimethyl-6-(2-chloroethyl)-bicyclo(2.2.2)-octan-2-one). Yield: 77.6%. RXN SMILES: [CH3:1][C:2]1([CH3:14])[CH:7]2[CH2:8][CH2:9][CH:4]([CH:5]([CH2:10][CH2:11]O)[CH2:6]2)[C:3]1=[O:13].S(Cl)([Cl:17])=O.O>N1C=CC=CC=1>[CH3:1][C:2]1([CH3:14])[CH:7]2[CH2:8][CH2:9][CH:4]([CH:5]([CH2:10][CH2:11][Cl:17])[CH2:6]2)[C:3]1=[O:13]. Procedure: To a stirred solution of 50 g of 3,3-dimethyl-6-(2-hydroxyethyl)-bicyclo(2.2.2)-octan-2-one (produced according to Example II) in 200 ml of dry pyridine is added 30 g of thionyl chloride. The mixture is stirred at 50° C. for 2 hours and then poured into 50 g of water. The resulting aqueous solution is extracted with three 200 ml portions of ether. The combined ether layers are washed with two 100 ml portions of 5% aqueous HCl and dried over anhydrous sodium sulfate. The ether is stripped and the... Reaction conditions: time 4 hour. The product is COC1=C2CCCC2=C(C=C1OC)CCN (4,5-dimethoxy-7-aminoethylindane). As a reaction SMILES: [H-].[H-].[H-].[H-].[Li+].[Al+3].[CH3:7][O:8][C:9]1[C:17]([O:18][CH3:19])=[CH:16][C:15]([CH:20]=[CH:21][N+:22]([O-])=O)=[C:14]2[C:10]=1[CH2:11][CH2:12][CH2:13]2.O>CCOCC>[CH3:7][O:8][C:9]1[C:17]([O:18][CH3:19])=[CH:16][C:15]([CH2:20][CH2:21][NH2:22])=[C:14]2[C:10]=1[CH2:11][CH2:12][CH2:13]2 |f:0.1.2.3.4.5|. The reactants are [H-].[H-].[H-].[H-].[Li+].[Al+3] (LiAlH4), COC1=C2CCCC2=C(C=C1OC)C=C[N+](=O)[O-] (4,5-dimethoxy-7-nitrovinylindane), O (water). Procedure: To a slurry of 15.0 g (0.395 mole) of LiAlH4 and 500 ml of anhydrous ether in a 5 liter, 3-necked flask fitted with a condenser, mechanical stirrer and dropping funnel was added 20.0 g (0.084 mole) of 4,5-dimethoxy-7-nitrovinylindane dissolved in 2 liters of ether. The addition was made over a period of about 4 hours while refluxing the ether slurry. When the addition was completed, refluxing was continued for an additional 1 to 2 hours. After the addition of 20 g of diatomaceous earth and then ... Yield: 85.6%. Run in CCOCC (ether), CCOCC (ether), CCOCC (ether). The reactants are Cl (HCl), O (Water), C(C)(C)(C)OC(=O)N(C)CC=1C=CC(=NC1)NC=1SC(=CN1)SC1=C(C(=NC=C1)C(=O)OC)F (methyl 4-(2-(5-((tert-butoxycarbonyl(methyl)amino)methyl)pyridine-2-ylamino)thiazol-5-ylthio)-3-fluoropicolinate), [OH-].[Na+] (NaOH), O (Water). Run in C1CCOC1 (THF). Reaction conditions: temperature 23 celsius, time 10 minute. The product is C(C)(C)(C)OC(=O)N(C)CC=1C=CC(=NC1)NC=1SC(=CN1)SC1=C(C(=NC=C1)C(=O)O)F (4-(2-(5-((tert-butoxycarbonyl(methyl)amino)methyl)pyridin-2-ylamino)thiazol-5-ylthio)-3-fluoropicolinic acid). Isolated yield 104.1%. As a reaction SMILES: [C:1]([O:5][C:6]([N:8]([CH2:10][C:11]1[CH:12]=[CH:13][C:14]([NH:17][C:18]2[S:19][C:20]([S:23][C:24]3[CH:29]=[CH:28][N:27]=[C:26]([C:30]([O:32]C)=[O:31])[C:25]=3[F:34])=[CH:21][N:22]=2)=[N:15][CH:16]=1)[CH3:9])=[O:7])([CH3:4])([CH3:3])[CH3:2].[OH-].[Na+].O.Cl>C1COCC1>[C:1]([O:5][C:6]([N:8]([CH2:10][C:11]1[CH:12]=[CH:13][C:14]([NH:17][C:18]2[S:19][C:20]([S:23][C:24]3[CH:29]=[CH:28][N:27]=[C:26]([C:30]([OH:32])=[O:31])[C:25]=3[F:34])=[CH:21][N:22]=2)=[N:15][CH:16]=1)[CH3:9])=[O:7])([CH3:4])([CH3:2])[CH3:3] |f:1.2|. Procedure: A solution of methyl 4-(2-(5-((tert-butoxycarbonyl(methyl)amino)methyl)pyridine-2-ylamino)thiazol-5-ylthio)-3-fluoropicolinate (2.56 g, 5.06 mmol) in THF (100 mL) was treated with NaOH 5N (6 eq, 30.4 mmol, 6 mL) and stirred at 23° C. for 10 min. Water (10 mL) was added to the mixture which was them stirred at 23° C. for 2 hours. The mixture was then acidified with HCl conc. to pH 4. Water was added and the aqueous phase was extracted with EtOAc (3×). The combined organic extracts were washed wit... The reactants are ClCCl, Cc1cccc(S(=O)(=O)Nc2ccc(C(C)C)n(CC(=O)OC(C)(C)C)c2=O)c1, O=C(O)C(F)(F)F. The product is Cc1cccc(S(=O)(=O)Nc2ccc(C(C)C)n(CC(=O)O)c2=O)c1. RXN SMILES: [CH2:37]([Cl:38])[Cl:39].[CH3:1][c:2]1[cH:3][c:4]([S:8](=[O:9])(=[O:10])[NH:11][c:12]2[c:13](=[O:29])[n:14]([CH2:21][C:22](=[O:23])[O:24][C:25]([CH3:26])([CH3:27])[CH3:28])[c:15]([CH:18]([CH3:19])[CH3:20])[cH:16][cH:17]2)[cH:5][cH:6][cH:7]1.[OH:30][C:31]([C:32]([F:33])([F:34])[F:35])=[O:36]>>[CH3:1][c:2]1[cH:3][c:4]([S:8](=[O:9])(=[O:10])[NH:11][c:12]2[c:13](=[O:29])[n:14]([CH2:21][C:22](=[O:23])[OH:24])[c:15]([CH:18]([CH3:19])[CH3:20])[cH:16][cH:17]2)[cH:5][cH:6][cH:7]1. The reactants are COC(=O)c1ccc(F)c(F)c1Nc1ccc(CCO)cc1F, [Na+], [OH-]. Product: O=C(O)c1ccc(F)c(F)c1Nc1ccc(CCO)cc1F. RXN SMILES: [F:1][c:2]1[c:3]([NH:13][c:14]2[c:15]([F:23])[cH:16][c:17]([CH2:20][CH2:21][OH:22])[cH:18][cH:19]2)[c:4]([C:5](=[O:6])[O:7][CH3:8])[cH:9][cH:10][c:11]1[F:12].[Na+:25].[OH-:24]>>[F:1][c:2]1[c:3]([NH:13][c:14]2[c:15]([F:23])[cH:16][c:17]([CH2:20][CH2:21][OH:22])[cH:18][cH:19]2)[c:4]([C:5](=[O:6])[OH:7])[cH:9][cH:10][c:11]1[F:12]. Starting materials: BrC1=[N+](C=CC=C1)[O-] (2-Bromopyridine-N-oxide), [N+](=O)(O)[O-] (nitric acid). Solvent: S(O)(O)(=O)=O (sulphuric acid), S(O)(O)(=O)=O (sulphuric acid). The product is BrC1=[N+](C=CC(=C1)[N+](=O)[O-])[O-] (2-Bromo-4-nitro-pyridine-N-oxide). The yield is 63.0%. Reaction SMILES: [Br:1][C:2]1[CH:7]=[CH:6][CH:5]=[CH:4][N+:3]=1[O-:8].[N+:9]([O-])([OH:11])=[O:10]>S(=O)(=O)(O)O>[Br:1][C:2]1[CH:7]=[C:6]([N+:9]([O-:11])=[O:10])[CH:5]=[CH:4][N+:3]=1[O-:8]. Reported procedure: 2-Bromopyridine-N-oxide (28.36 g) was carefully dissolved in concentrated sulphuric acid (43 ml) with stirring. A mixture of concentrated sulphuric acid (65 ml) and concentrated nitric acid (43 ml) was added dropwise, and the mixture refluxed for 3 hours and allowed to cool to room temperature. The mixture was then poured on to ice and the precipitate removed by filtration , washed with water and air dried leaving a fine yellow powder of 2-Bromo-4-nitro-pyridine-N-oxide (14.08 g, 63%), m.p. 145-...